The task is: describe an organic reaction: reactants, conditions, products, and yield. This data is from the Open Reaction Database (ORD), a public repository of structured organic reaction records. Reactants: CCCCC(Cc1ccc(OCCCOS(C)(=O)=O)cc1)C(=O)OCC, CN, CO, Cc1ccccc1. The product is CCCCC(Cc1ccc(OCCCNC)cc1)C(=O)OCC. RXN SMILES: [CH2:3]([CH2:4][CH2:5][CH3:6])[CH:7]([C:8](=[O:9])[O:10][CH2:11][CH3:12])[CH2:13][c:14]1[cH:15][cH:16][c:17]([O:20][CH2:21][CH2:22][CH2:23][O:24][S:25]([CH3:26])(=[O:27])=[O:28])[cH:18][cH:19]1.[CH3:1][NH2:2].[CH3:29][OH:30].[CH3:31][c:32]1[cH:33][cH:34][cH:35][cH:36][cH:37]1>>[CH3:1][NH:2][CH2:23][CH2:22][CH2:21][O:20][c:17]1[cH:16][cH:15][c:14]([CH2:13][CH:7]([CH2:3][CH2:4][CH2:5][CH3:6])[C:8](=[O:9])[O:10][CH2:11][CH3:12])[cH:19][cH:18]1. Reactants: [N+](=O)([O-])C=1C=C(C=O)C=CC1 (m-nitrobenzaldehyde), C(CC(=O)C)(=O)OCCN1CCN(CC1)C(C1=CC=CC=C1)C1=CC=CC=C1 (2-(4-benzhydryl-1-piperazinyl)ethyl acetoacetate), C1=CC=CC=C1 (benzene). The reagents and catalysts are N1CCCCC1 (piperidine). Run in O (water). Product: [N+](=O)([O-])C=1C=C(C=C(C(=O)OCCN2CCN(CC2)C(C2=CC=CC=C2)C2=CC=CC=C2)C(=O)C)C=CC1 (2-(4-benzhydryl-1-piperazinyl)ethyl 2-(3-nitrobenzylidene)acetoacetate). As a reaction SMILES: [N+:1]([C:4]1[CH:5]=[C:6]([CH:9]=[CH:10][CH:11]=1)[CH:7]=O)([O-:3])=[O:2].[C:12]([O:18][CH2:19][CH2:20][N:21]1[CH2:26][CH2:25][N:24]([CH:27]([C:34]2[CH:39]=[CH:38][CH:37]=[CH:36][CH:35]=2)[C:28]2[CH:33]=[CH:32][CH:31]=[CH:30][CH:29]=2)[CH2:23][CH2:22]1)(=[O:17])[CH2:13][C:14]([CH3:16])=[O:15].C1C=CC=CC=1>N1CCCCC1.O>[N+:1]([C:4]1[CH:5]=[C:6]([CH:9]=[CH:10][CH:11]=1)[CH:7]=[C:13]([C:14]([CH3:16])=[O:15])[C:12]([O:18][CH2:19][CH2:20][N:21]1[CH2:22][CH2:23][N:24]([CH:27]([C:34]2[CH:39]=[CH:38][CH:37]=[CH:36][CH:35]=2)[C:28]2[CH:29]=[CH:30][CH:31]=[CH:32][CH:33]=2)[CH2:25][CH2:26]1)=[O:17])([O-:3])=[O:2]. Procedure: To a mixture of m-nitrobenzaldehyde (307 mg), 2-(4-benzhydryl-1-piperazinyl)ethyl acetoacetate (668 mg) and benzene (20 ml) was added piperidine (two drops), and the mixture was refluxed for 2 hours under removal of water using a Dean-Stark trap. After cooling, the reaction mixture was washed with water and dried over anhydrous sodium sulfate and the solvent was distilled off to give crude 2-(4-benzhydryl-1-piperazinyl)ethyl 2-(3-nitrobenzylidene)acetoacetate as an oil. NMR(CDCl3) δ: 2.38(3H,s,C... Starting materials: S(C#N)C1=CC(=C(N)C=C1)[N+](=O)[O-] (4-thiocyano-2-nitroaniline), [BH4-].[Na+] (sodium borohydride), CS(=O)(=O)OCC1=CC=CC=C1 (benzyl methanesulfonate). The solvent is CN(C=O)C (dimethylformamide), CN(C=O)C (dimethylformamide). Yields the product C(C1=CC=CC=C1)SC1=CC(=C(N)C=C1)[N+](=O)[O-] (4-(benzyl)sulfenyl-2-nitroaniline). Reaction SMILES: [S:1]([C:4]1[CH:10]=[CH:9][C:7]([NH2:8])=[C:6]([N+:11]([O-:13])=[O:12])[CH:5]=1)[C:2]#N.[BH4-].[Na+].CS(OC[C:22]1[CH:27]=[CH:26][CH:25]=[CH:24][CH:23]=1)(=O)=O>CN(C)C=O>[CH2:2]([S:1][C:4]1[CH:10]=[CH:9][C:7]([NH2:8])=[C:6]([N+:11]([O-:13])=[O:12])[CH:5]=1)[C:22]1[CH:27]=[CH:26][CH:25]=[CH:24][CH:23]=1 |f:1.2|. Procedure details: To a solution of 19.5 g (0.1 mol) 4-thiocyano-2-nitroaniline in 130 ml dimethylformamide is added 3.78 g (0.1 mol) sodium borohydride, all at once. The mixture is stirred for one-half hour, then 15.2 g (0.1 mol) benzyl methanesulfonate in 70 ml dimethylformamide is added. The solution is stirred at 30° for 3 hours, cooled and partitioned between water and dichloromethane. The layers are separated and the aqueous phase reextracted with dichloromethane. The organic phases are combined, washed with... Reaction SMILES: [CH2:2]([c:3]1[cH:4][cH:5][cH:6][cH:7][cH:8]1)[O:9][C:10]([CH:11]([CH:12]([CH3:13])[CH3:14])[N:15]([S:16](=[O:17])(=[O:18])[c:19]1[cH:20][cH:21][c:22]([O:25][CH3:26])[cH:23][cH:24]1)[CH2:27][CH2:28][C:29](=[O:30])[N:31]1[CH2:32][CH2:33][N:34]([CH2:37][CH2:38][OH:39])[CH2:35][CH2:36]1)=[O:40].[CH3:43][CH2:44][OH:45].[ClH:1].[H:41][H:42]>>[ClH:1].[O:9]=[C:10]([CH:11]([CH:12]([CH3:13])[CH3:14])[N:15]([S:16](=[O:17])(=[O:18])[c:19]1[cH:20][cH:21][c:22]([O:25][CH3:26])[cH:23][cH:24]1)[CH2:27][CH2:28][C:29](=[O:30])[N:31]1[CH2:32][CH2:33][N:34]([CH2:37][CH2:38][OH:39])[CH2:35][CH2:36]1)[OH:40]. The product is Cl, COc1ccc(S(=O)(=O)N(CCC(=O)N2CCN(CCO)CC2)C(C(=O)O)C(C)C)cc1. Reactants: COc1ccc(S(=O)(=O)N(CCC(=O)N2CCN(CCO)CC2)C(C(=O)OCc2ccccc2)C(C)C)cc1, CCO, Cl, [H][H]. The reactants are C(C1=CC=CC=C1)N[C@@]1(CC[C@@H]2CN(C[C@@H]21)C2=NC(=CC=C2)C(F)(F)F)C ((3aR,4R,6aS)—N-benzyl-4-methyl-2-[6-(trifluoromethyl)pyridin-2-yl]octahydrocyclopenta[c]pyrrol-4-amine), Pd(OH)2—C, [H][H] (hydrogen). Solvent: C(C)(C)O (isopropanol). Product: C[C@]1(CC[C@@H]2CN(C[C@@H]21)C2=NC(=CC=C2)C(F)(F)F)N ((3aR,4R,6aS)-4-methyl-2-[6-(trifluoromethyl)pyridin-2-yl]octahydrocyclopenta[c]pyrrol-4-amine). As a reaction SMILES: C([NH:8][C@@:9]1([CH3:27])[C@@H:16]2[C@@H:12]([CH2:13][N:14]([C:17]3[CH:22]=[CH:21][CH:20]=[C:19]([C:23]([F:26])([F:25])[F:24])[N:18]=3)[CH2:15]2)[CH2:11][CH2:10]1)C1C=CC=CC=1.[H][H]>C(O)(C)C>[CH3:27][C@:9]1([NH2:8])[C@@H:16]2[C@@H:12]([CH2:13][N:14]([C:17]3[CH:22]=[CH:21][CH:20]=[C:19]([C:23]([F:26])([F:25])[F:24])[N:18]=3)[CH2:15]2)[CH2:11][CH2:10]1. Procedure details: (3aR,4R,6aS)—N-Benzyl-4-methyl-2-[6-(trifluoromethyl)pyridin-2-yl]octahydrocyclopenta[c]pyrrol-4-amine (30 mg, 0.080 mmol) from Example 21 and isopropanol (14 mL) were added to 20% Pd(OH)2—C, wet (6.0 mg, 0.043 mmol) in a 50 mL pressure bottle and stirred for 90 minutes under 30 psi hydrogen gas at 50° C. The mixture was filtered through a nylon membrane and the solvent was removed in vacuo. The crude material was purified by silica gel chromatography using 1-10% methanol (2 N ammonia)/dichlorom... The reactants are CC=1NC(=C(C(C1C(=O)OCCOC)C1=CC(=CC=C1)NO)C(=O)OC(C)C)C (2-Methoxyethyl 1-Methylethyl 1,4-Dihydro-2,6-dimethyl-4-(3-hydroxylaminophenyl)-3,5-pyridinedicarboxylate), CN1C(=CC=C1)C=O (1-methyl-2-pyrrolecarboxaldehyde), [O-]S(=O)(=O)[O-].[Na+].[Na+] (Na2SO4). The solvent is C(C)O (ethyl alcohol), C1(=CC=CC=C1)C (toluene), ClCCl (dichloromethane). Yields the product CC=1NC(=C(C(C1C(=O)OCCOC)C1=CC(=CC=C1)/N(=O)=C/C=1N(C=CC1)C)C(=O)OC(C)C)C (2-Methoxyethyl 1-Methylethyl 1,4-Dihydro-2,6-dimethyl-4-{3-[(Z)-N-(1-Methyl-2-pyrrolylmethylene)-N-oxo-λ5 -azanyl]phenyl}-3,5-pyridinedicarboxylate). The yield is 40.0%. As a reaction SMILES: [CH3:1][C:2]1[NH:3][C:4]([CH3:29])=[C:5]([C:23]([O:25][CH:26]([CH3:28])[CH3:27])=[O:24])[CH:6]([C:15]2[CH:20]=[CH:19][CH:18]=[C:17]([NH:21][OH:22])[CH:16]=2)[C:7]=1[C:8]([O:10][CH2:11][CH2:12][O:13][CH3:14])=[O:9].[CH3:30][N:31]1[CH:35]=[CH:34][CH:33]=[C:32]1[CH:36]=O.[O-]S([O-])(=O)=O.[Na+].[Na+]>C(O)C.C1(C)C=CC=CC=1.ClCCl>[CH3:1][C:2]1[NH:3][C:4]([CH3:29])=[C:5]([C:23]([O:25][CH:26]([CH3:27])[CH3:28])=[O:24])[CH:6]([C:15]2[CH:20]=[CH:19][CH:18]=[C:17]([N:21](=[CH:36][C:32]3[N:31]([CH3:30])[CH:35]=[CH:34][CH:33]=3)=[O:22])[CH:16]=2)[C:7]=1[C:8]([O:10][CH2:11][CH2:12][O:13][CH3:14])=[O:9] |f:2.3.4|. Procedure details: To a solution of hydroxyamine 55 (0.80 g, 2 mmol) in anhydrous ethyl alcohol (5 mL) and toluene (20 mL) was added 1-methyl-2-pyrrolecarboxaldehyde (66) (0.22 g, 2 mmol) and Na2SO4 (0.30 g). The resulting mixture was heated at reflux for 48 h. The mixture was diluted with dichloromethane (100 mL) and dried (MgSO4), and the solvent was removed with a rotary evaporator. The crude product was purified by flash chromatography with 9:1 ethyl acetate/methanol as the eluant to obtain 0.40 g (0.8 mmol, 4... The reactants are B, C1CCOC1, Cl, [Na+], [OH-], N#CCCCN1CCC(c2ccccc2)CC1. Product: NCCCCN1CCC(c2ccccc2)CC1. As a reaction SMILES: [BH3:18].[CH2:22]1[O:23][CH2:24][CH2:25][CH2:26]1.[ClH:19].[Na+:21].[OH-:20].[c:1]1([CH:7]2[CH2:8][CH2:9][N:10]([CH2:13][CH2:14][CH2:15][C:16]#[N:17])[CH2:11][CH2:12]2)[cH:2][cH:3][cH:4][cH:5][cH:6]1>>[c:1]1([CH:7]2[CH2:8][CH2:9][N:10]([CH2:13][CH2:14][CH2:15][CH2:16][NH2:17])[CH2:11][CH2:12]2)[cH:2][cH:3][cH:4][cH:5][cH:6]1. The reactants are FC=1C(NC(N([C@H]2C[C@H](O)[C@@H](CO)O2)C1)=O)=O (2'-deoxy-5-fluorouridine), FC1=CC=C(CCl)C=C1 (4-fluorobenzyl chloride), [OH-].[K+] (potassium hydroxide). The solvent is O (water), O1CCOCC1 (dioxane). Run at temperature 35 celsius, time 2 day. The product is FC=1C(NC(N([C@H]2C[C@H](OCC3=CC=C(C=C3)F)[C@@H](CO)O2)C1)=O)=O (2'-deoxy-5-fluoro-3'-O-(4-fluorobenzyl)uridine). Isolated yield 20.0%. Reaction SMILES: [OH-].[K+].[F:3][C:4]1[C:5](=[O:19])[NH:6][C:7](=[O:18])[N:8]([CH:17]=1)[C@@H:9]1[O:16][C@H:13]([CH2:14][OH:15])[C@@H:11]([OH:12])[CH2:10]1.[F:20][C:21]1[CH:28]=[CH:27][C:24]([CH2:25]Cl)=[CH:23][CH:22]=1>O.O1CCOCC1>[F:3][C:4]1[C:5](=[O:19])[NH:6][C:7](=[O:18])[N:8]([CH:17]=1)[C@@H:9]1[O:16][C@H:13]([CH2:14][OH:15])[C@@H:11]([O:12][CH2:25][C:24]2[CH:27]=[CH:28][C:21]([F:20])=[CH:22][CH:23]=2)[CH2:10]1 |f:0.1|. Reported procedure: A 7.5 g quantity of potassium hydroxide was dissolved in a mixture of 300 ml of water and 80 ml of dioxane. To the solution were added 2.00 g of 2'-deoxy-5-fluorouridine and 4.9 ml of 4-fluorobenzyl chloride, and the resulting mixture was stirred at 35° C. for 2 days. After the reaction, the same subsequent procedure as in Reference Examples 4 and 5 was carried out, and the residue was placed on a silica gel column and eluted with 2% methanol-chloroform, thereby producing 0.57 g of the title com... Starting materials: FC(C(=O)O)(F)F.CNCC=1C=C(C=CC1)C1=CC=C(C=C1)CC1C(NC(S1)=O)=O (5-(3′-methylaminomethyl-biphenyl-4-ylmethyl)thiazolidine-2,4-dione trifluoro-acetate), FC1=CC=C(C(=O)Cl)C=C1 (4-fluorobenzoyl chloride). Yields the product O=C1SC(C(N1)=O)CC1=CC=C(C=C1)C1=CC(=CC=C1)CN(C(C1=CC=C(C=C1)F)=O)C (N-[4′-(2,4-Dioxothiazolidin-5-ylmethyl)biphenyl-3-ylmethyl]-4-fluoro-N-methylbenzamide). RXN SMILES: FC(F)(F)C(O)=O.[CH3:8][NH:9][CH2:10][C:11]1[CH:12]=[C:13]([C:17]2[CH:22]=[CH:21][C:20]([CH2:23][CH:24]3[S:28][C:27](=[O:29])[NH:26][C:25]3=[O:30])=[CH:19][CH:18]=2)[CH:14]=[CH:15][CH:16]=1.[F:31][C:32]1[CH:40]=[CH:39][C:35]([C:36](Cl)=[O:37])=[CH:34][CH:33]=1>>[O:29]=[C:27]1[NH:26][C:25](=[O:30])[CH:24]([CH2:23][C:20]2[CH:19]=[CH:18][C:17]([C:13]3[CH:14]=[CH:15][CH:16]=[C:11]([CH2:10][N:9]([CH3:8])[C:36](=[O:37])[C:35]4[CH:39]=[CH:40][C:32]([F:31])=[CH:33][CH:34]=4)[CH:12]=3)=[CH:22][CH:21]=2)[S:28]1 |f:0.1|. Procedure: In a manner similar to that of Example 37(e), by reacting 1 g (2.2 mmol) of 5-(3′-methylaminomethyl-biphenyl-4-ylmethyl)thiazolidine-2,4-dione trifluoro-acetate with 290 μl (2.5 mmol) of 4-fluorobenzoyl chloride, and after purification, 1 g (98%) of N-[4′-(2,4-dioxothiazolidin-5-ylmethyl)biphenyl-3-ylmethyl]-4-fluoro-N-methylbenzamide, with a melting point of 212° C., is obtained. Reactants: FC=1C=C(C=CC1O)C=1OC2=C(N1)C=CC(=C2)OC[C@H](C)NC(C)=O (N-((2S)-1-((2-(3-fluoro-4-hydroxyphenyl)-1,3-benzoxazol-6-yl)oxy)propan-2-yl)acetamide), FC(CCI)(F)F (1,1,1-trifluoro-3-iodopropane). Yields the product FC=1C=C(C=CC1OCCC(F)(F)F)C=1OC2=C(N1)C=CC(=C2)OC[C@H](C)NC(C)=O (N-((2S)-1-((2-(3-fluoro-4-(3,3,3-trifluoropropoxy)phenyl)-1,3-benzoxazol-6-yl)oxy)propan-2-yl)acetamide). RXN SMILES: [F:1][C:2]1[CH:3]=[C:4]([C:9]2[O:10][C:11]3[CH:17]=[C:16]([O:18][CH2:19][C@@H:20]([NH:22][C:23](=[O:25])[CH3:24])[CH3:21])[CH:15]=[CH:14][C:12]=3[N:13]=2)[CH:5]=[CH:6][C:7]=1[OH:8].[F:26][C:27]([F:32])([F:31])[CH2:28][CH2:29]I>>[F:1][C:2]1[CH:3]=[C:4]([C:9]2[O:10][C:11]3[CH:17]=[C:16]([O:18][CH2:19][C@@H:20]([NH:22][C:23](=[O:25])[CH3:24])[CH3:21])[CH:15]=[CH:14][C:12]=3[N:13]=2)[CH:5]=[CH:6][C:7]=1[O:8][CH2:29][CH2:28][C:27]([F:32])([F:31])[F:26]. Reported procedure: Using N-((2S)-1-((2-(3-fluoro-4-hydroxyphenyl)-1,3-benzoxazol-6-yl)oxy)propan-2-yl)acetamide and 1,1,1-trifluoro-3-iodopropane, and in the same manner as in Example 5, the title compound was obtained.